This data is from the Open Reaction Database (ORD), a public repository of structured organic reaction records. The task is: describe an organic reaction: reactants, conditions, products, and yield Reactants: C(C)OC(CC1(C(C2=CC=CC=C2C1=O)=O)C1=CC=C(C=C1)NC(C)=O)=O ([2-(4-acetylamino-phenyl)-1,3-dioxo-indan-2-yl]-acetic acid ethyl ester), [BH4-].[Na+] (sodium borohydride), C(C)(=O)O (acetic acid). Run in C(C)O (ethanol). Conditions: time 4 hour. Yields the product C(C)OC(CC1(C(C2=CC=CC=C2C1O)O)C1=CC=C(C=C1)NC(C)=O)=O ([2-(4-acetylamino-phenyl)-1,3-dihydroxy-indan-2-yl]-acetic acid ethyl ester). Isolated yield 17.3%. RXN SMILES: [CH2:1]([O:3][C:4](=[O:27])[CH2:5][C:6]1([C:17]2[CH:22]=[CH:21][C:20]([NH:23][C:24](=[O:26])[CH3:25])=[CH:19][CH:18]=2)[C:14](=[O:15])[C:13]2[C:8](=[CH:9][CH:10]=[CH:11][CH:12]=2)[C:7]1=[O:16])[CH3:2].[BH4-].[Na+].C(O)(=O)C>C(O)C>[CH2:1]([O:3][C:4](=[O:27])[CH2:5][C:6]1([C:17]2[CH:18]=[CH:19][C:20]([NH:23][C:24](=[O:26])[CH3:25])=[CH:21][CH:22]=2)[CH:14]([OH:15])[C:13]2[C:8](=[CH:9][CH:10]=[CH:11][CH:12]=2)[CH:7]1[OH:16])[CH3:2] |f:1.2|. Procedure details: A stirred solution of [2-(4-acetylamino-phenyl)-1,3-dioxo-indan-2-yl]-acetic acid ethyl ester (4.0 g, Reference Example 13) in absolute ethanol (250 mL) was treated portionwise with sodium borohydride (1.7 g). After stirring at room temperature for 4 hours the reaction mixture was treated with glacial acetic acid until pH 7 and then evaporated. The residue was treated with water (100 mL) and the mixture was extracted with ethyl acetate (150 mL). The organic extract was dried over magnesium sulfa... Reactants: C(C)(=O)C1=C(N=C(S1)C)C (5-acetyl-2,4-dimethylthiazole), C(C1=CC=CC=C1)(=O)NN (benzhydrazide), C(C)O (ethanol). Reagents/catalysts: glacial acid. The solvent is O (water). The product is CC=1SC(=C(N1)C)C(C)=NNC(C1=CC=CC=C1)=O (benzoic acid [1-(2,4-dimethyl-5-thiazolyl)ethylidene]hydrazide). Yield: 54.0%. Reaction SMILES: [C:1]([C:4]1[S:8][C:7]([CH3:9])=[N:6][C:5]=1[CH3:10])(=O)[CH3:2].[C:11]([NH:19][NH2:20])(=[O:18])[C:12]1[CH:17]=[CH:16][CH:15]=[CH:14][CH:13]=1.C(O)C>O>[CH3:9][C:7]1[S:8][C:4]([C:1](=[N:20][NH:19][C:11](=[O:18])[C:12]2[CH:17]=[CH:16][CH:15]=[CH:14][CH:13]=2)[CH3:2])=[C:5]([CH3:10])[N:6]=1. Procedure: A mixture of 5.0 gm (0.322 mole) of 5-acetyl-2,4-dimethylthiazole, 4.38 gm (0 0322 mole) of benzhydrazide, 10 drops of glacial acid and 100 ml of ethanol is refluxed 48 hrs. The reaction mixture is diluted with water to the cloud point then chilled. The product is collected and dried to give 4.75 gm (54%) of the title compound having a melting point of 138.4° C. Reactants: O=C([O-])C(F)(F)Cl, [Na+], [Na+], CN(C)C=O, [OH-], O, O=[N+]([O-])c1ccc(O)cc1. Yields the product O=[N+]([O-])c1ccc(OC(F)F)cc1. RXN SMILES: [Cl:11][C:12]([C:13]([O-:14])=[O:15])([F:16])[F:17].[Na+:18].[Na+:20].[O:21]=[CH:22][N:23]([CH3:24])[CH3:25].[OH-:19].[OH2:26].[OH:1][c:2]1[cH:3][cH:4][c:5]([N+:8]([O-:9])=[O:10])[cH:6][cH:7]1>>[O:1]([c:2]1[cH:3][cH:4][c:5]([N+:8]([O-:9])=[O:10])[cH:6][cH:7]1)[CH:12]([F:16])[F:17]. Reactants: C1(=CC=CC=C1)C(N1C(C(C2=CC=CC=C12)C1=CC2=C(N=C(O2)C)C=C1O)=O)C1=CC=CC=C1 (1-(diphenylmethyl)-3-(5-hydroxy-2-methyl-1,3-benzoxazol-6-yl)-1,3-dihydro-2H-indol-2-one), C1(=CC=CC=C1)C(N1C(C(C2=CC=CC=C12)C1=C(C=C(C(=C1)C)OC)O)=O)C1=CC=CC=C1 (1-(diphenylmethyl)-3-(2-hydroxy-4-methoxy-5-methylphenyl)-1,3-dihydro-2H-indol-2-one). Yields the product C1(=CC=CC=C1)C(N1C(C2(C3=CC=CC=C13)COC=1C2=CC2=C(N=C(O2)C)C1)=O)C1=CC=CC=C1 (1′-(diphenylmethyl)-2-methylspiro[furo[2,3-f][1,3]benzoxazole-7,3′-indol]-2′(1′H)-one). As a reaction SMILES: [C:1]1([CH:7]([C:29]2[CH:34]=[CH:33][CH:32]=[CH:31][CH:30]=2)[N:8]2[C:16]3[C:11](=[CH:12][CH:13]=[CH:14][CH:15]=3)[CH:10]([C:17]3[C:26]([OH:27])=[CH:25][C:20]4[N:21]=[C:22]([CH3:24])[O:23][C:19]=4[CH:18]=3)[C:9]2=[O:28])[CH:6]=[CH:5][CH:4]=[CH:3][CH:2]=1.[C:35]1(C(C2C=CC=CC=2)N2C3C(=CC=CC=3)C(C3C=C(C)C(OC)=CC=3O)C2=O)C=CC=CC=1>>[C:1]1([CH:7]([C:29]2[CH:34]=[CH:33][CH:32]=[CH:31][CH:30]=2)[N:8]2[C:16]3[C:11](=[CH:12][CH:13]=[CH:14][CH:15]=3)[C:10]3([C:17]4=[CH:18][C:19]5[O:23][C:22]([CH3:24])=[N:21][C:20]=5[CH:25]=[C:26]4[O:27][CH2:35]3)[C:9]2=[O:28])[CH:2]=[CH:3][CH:4]=[CH:5][CH:6]=1. Procedure details: Following the procedure as described in EXAMPLE 2 and making non-critical variations using 1-(diphenylmethyl)-3-(5-hydroxy-2-methyl-1,3-benzoxazol-6-yl)-1,3-dihydro-2H-indol-2-one to replace 1-(diphenylmethyl)-3-(2-hydroxy-4-methoxy-5-methylphenyl)-1,3-dihydro-2H-indol-2-one, 1′-(diphenylmethyl)-2-methylspiro[furo[2,3-f][1,3]benzoxazole-7,3′-indol]-2′(1′H)-one was obtained (68%) as a colorless solid: mp 240-242° C. (dichloromethane); 1H NMR (300 MHz, CDCl3) δ7.66 (d, J=7.2 Hz, 2H), 7.45-7.29 (m,... Starting materials: C1C(CC2=CC=CC=C12)C(=O)O (indan-2-carboxylic acid), C[C@H]1CN(CCN1)C1=NC=C(C=C1)C(F)(F)F (3-(S)-methyl-1-(5-trifluoromethyl-pyridin-2-yl)-piperazine), COC(=O)C1CC2=CC=CC(=C2C1)S(=O)(=O)Cl (4-chlorosulfonyl-indan-2-carboxylic acid methyl ester). The product is C[C@@H]1N(CCN(C1)C1=NC=C(C=C1)C(F)(F)F)S(=O)(=O)C1=C2CC(CC2=CC=C1)C(=O)O (4-[2-(S)-Methyl-4-(5-trifluoromethyl-pyridin-2-yl)-piperazine-1-sulfonyl]-indan-2-carboxylic acid). Reaction SMILES: C1C2C(=CC=CC=2)CC1C(O)=O.[CH3:13][C@@H:14]1[NH:19][CH2:18][CH2:17][N:16]([C:20]2[CH:25]=[CH:24][C:23]([C:26]([F:29])([F:28])[F:27])=[CH:22][N:21]=2)[CH2:15]1.C[O:31][C:32]([CH:34]1[CH2:42][C:41]2[C:36](=[CH:37][CH:38]=[CH:39][C:40]=2[S:43](Cl)(=[O:45])=[O:44])[CH2:35]1)=[O:33]>>[CH3:13][C@H:14]1[CH2:15][N:16]([C:20]2[CH:25]=[CH:24][C:23]([C:26]([F:29])([F:27])[F:28])=[CH:22][N:21]=2)[CH2:17][CH2:18][N:19]1[S:43]([C:40]1[CH:39]=[CH:38][CH:37]=[C:36]2[C:41]=1[CH2:42][CH:34]([C:32]([OH:33])=[O:31])[CH2:35]2)(=[O:45])=[O:44]. Procedure details: 4-|2-(S)-Methyl-4-(5-trifluoromethyl-pyridin-2-yl)-piperazine-1-sulfonyl|-indan-2-carboxylic acid. The compound 4-[2-(S)-Methyl-4-(5-trifluoromethyl-pyridin-2-yl)-piperazine-1-sulfonyl]-indan-2-carboxylic acid was prepared from 3-(S)-methyl-1-(5-trifluoromethyl-pyridin-2-yl)-piperazine and 4-chlorosulfonyl-indan-2-carboxylic acid methyl ester following the procedure outlined in Example 79. 1H NMR (400 MHz, DMSO-d6): δ 8.38 (s, 1H), 7.82-7.76 (m, 1H), 7.65 (d, 1H), 7.52 (d, 1H), 7.37 (t, 1H), 6.9... Starting materials: CCOC(=O)C(C#N)C(C)CCC=C(C)CCC=C(C)C, CC(O)CO, Cl, [Na+], [OH-]. The product is CC(C)=CCCC(C)=CCCC(C)CC#N. As a reaction SMILES: [C:1](#[N:2])[CH:3]([C:4]([O:5][CH2:6][CH3:7])=[O:8])[CH:9]([CH2:10][CH2:11][CH:12]=[C:13]([CH2:14][CH2:15][CH:16]=[C:17]([CH3:18])[CH3:19])[CH3:20])[CH3:21].[CH2:25]([OH:26])[CH:27]([OH:28])[CH3:29].[ClH:24].[Na+:23].[OH-:22]>>[C:1](#[N:2])[CH2:3][CH:9]([CH2:10][CH2:11][CH:12]=[C:13]([CH2:14][CH2:15][CH:16]=[C:17]([CH3:18])[CH3:19])[CH3:20])[CH3:21].